From a dataset of the Open Reaction Database (ORD), a public repository of structured organic reaction records. describe an organic reaction: reactants, conditions, products, and yield As a reaction SMILES: [CH3:1][O:2][C:3]1[CH:8]=[CH:7][CH:6]=[CH:5][C:4]=1[C:9]1([C:13]#[N:14])[CH2:12][CH2:11][CH2:10]1.S(=O)(=O)(O)[OH:16].O>C(O)(=O)C>[CH3:1][O:2][C:3]1[CH:8]=[CH:7][CH:6]=[CH:5][C:4]=1[C:9]1([C:13]([NH2:14])=[O:16])[CH2:12][CH2:11][CH2:10]1. Starting materials: COC1=C(C=CC=C1)C1(CCC1)C#N (1-(2-methoxyphenyl)cyclobutanecarbonitrile), S(O)(O)(=O)=O (sulfuric acid), O (water), ice. The solvent is C(C)(=O)O (acetic acid). The product is COC1=C(C=CC=C1)C1(CCC1)C(=O)N (1-(2-Methoxyphenyl)cyclobutanecarboxamide). Reported procedure: To 1-(2-methoxyphenyl)cyclobutanecarbonitrile (4.29 g) was added sulfuric acid (20 mL, 95-98%)/water (20 mL) and the reaction warmed to 60° C. After 1 h the solution was warmed to 80° C. and heating was continued for 3 h. The reaction was cooled to room temperature and stirred for 16 h. Heating was resumed and after 1 h acetic acid (10 mL) was added. The temperature was increased to 90° C. and heating was continued for 1.75 h. The reaction was cooled to room temperature and then poured onto ˜300... Conditions: temperature 60 celsius, time 3 hour. Starting materials: FC(C1=CC(=CC=C1)C1=CC=NC=2N1C=NC2C#N)(F)F (4-(α,α,α-trifluoro-m-tolyl)imidazo[1,5-a]pyrimidine-8-carbonitrile), [H-].C(C(C)C)[Al+]CC(C)C (diisobutyl aluminum hydride), S(O)(O)(=O)=O (sulfuric acid), [Cl-].[NH4+] (ammonium chloride). Solvent: O1CCCC1 (tetrahydrofuran). Yields the product FC(C1=CC(=CC=C1)C1=CC=NC=2N1C=NC2C=O)(F)F (4-(α,α,α-Trifluoro-m-tolyl)imidazo[1,5-a]pyrimidine-8-carboxaldehyde). RXN SMILES: [F:1][C:2]([F:21])([F:20])[C:3]1[CH:8]=[CH:7][CH:6]=[C:5]([C:9]2[N:14]3[CH:15]=[N:16][C:17]([C:18]#N)=[C:13]3[N:12]=[CH:11][CH:10]=2)[CH:4]=1.[H-].C([Al+]CC(C)C)C(C)C.[Cl-].[NH4+].S(=O)(=O)(O)[OH:35]>O1CCCC1>[F:1][C:2]([F:21])([F:20])[C:3]1[CH:8]=[CH:7][CH:6]=[C:5]([C:9]2[N:14]3[CH:15]=[N:16][C:17]([CH:18]=[O:35])=[C:13]3[N:12]=[CH:11][CH:10]=2)[CH:4]=1 |f:1.2,3.4|. Reported procedure: A 0.01 mole sample of 4-(α,α,α-trifluoro-m-tolyl)imidazo[1,5-a]pyrimidine-8-carbonitrile in tetrahydrofuran at -40° C. is reacted with diisobutyl aluminum hydride. To the mixture is added saturated aqueous ammonium chloride followed by dilute sulfuric acid. The mixture is extracted wth methylene chloride and the extract washed with water and dried (MgSO4). The solvent is removed under reduced pressure to give the product of the example. Starting materials: C(C)OC(=O)C=1C=NC2=C(C(=CC=C2C1Cl)Cl)OC (4,7-Dichloro-8-methoxy-quinoline-3-carboxylic acid ethyl ester), C(CCC)N (butylamine). Yields the product C(C)OC(=O)C=1C=NC2=C(C(=CC=C2C1NCCCC)Cl)OC (7-chloro-4-butylamino-8-methoxy-quinoline-3-carboxylic acid ethyl ester). Reaction SMILES: [CH2:1]([O:3][C:4]([C:6]1[CH:7]=[N:8][C:9]2[C:14]([C:15]=1Cl)=[CH:13][CH:12]=[C:11]([Cl:17])[C:10]=2[O:18][CH3:19])=[O:5])[CH3:2].[CH2:20]([NH2:24])[CH2:21][CH2:22][CH3:23]>>[CH2:1]([O:3][C:4]([C:6]1[CH:7]=[N:8][C:9]2[C:14]([C:15]=1[NH:24][CH2:20][CH2:21][CH2:22][CH3:23])=[CH:13][CH:12]=[C:11]([Cl:17])[C:10]=2[O:18][CH3:19])=[O:5])[CH3:2]. Reported procedure: 4,7-Dichloro-8-methoxy-quinoline-3-carboxylic acid ethyl ester (250 mg, 0.84 mmol) was treated with butylamine following general procedure B to afford 7-chloro-4-butylamino-8-methoxy-quinoline-3-carboxylic acid ethyl ester (210 mg). Thus obtained amino-ester was hydrolyzed to the corresponding acid using general procedure D and then transformed into the corresponding ethylamide (125 mg) following general procedure E. The above ethylamide (0.37 mmol) was subjected to reaction with methyl chlorofo... The solvent is O (water), O1CCCC1 (tetrahydrofuran), O (Water). Starting materials: CO (methanol), Cl (hydrochloric acid), ClC1=CC=C(C(=O)NC2=CC=C(CC3=NN(C4=CC=CC=C34)CC(=O)OCC)C=C2)C=C1 (Ethyl 2-[3-[4-(4-chlorobenzamido)benzyl]-1H-indazol-1-yl]acetate), O.[OH-].[Li+] (lithium hydroxide monohydrate). Yields the product ClC1=CC=C(C(=O)NC2=CC=C(CC3=NN(C4=CC=CC=C34)CC(=O)O)C=C2)C=C1 (2-[3-[4-(4-chlorobenzamido)benzyl]-1H-indazol-1-yl]acetic acid). Yield: 74.8%. As a reaction SMILES: [Cl:1][C:2]1[CH:32]=[CH:31][C:5]([C:6]([NH:8][C:9]2[CH:30]=[CH:29][C:12]([CH2:13][C:14]3[C:22]4[C:17](=[CH:18][CH:19]=[CH:20][CH:21]=4)[N:16]([CH2:23][C:24]([O:26]CC)=[O:25])[N:15]=3)=[CH:11][CH:10]=2)=[O:7])=[CH:4][CH:3]=1.CO.O.[OH-].[Li+].Cl>O1CCCC1.O>[Cl:1][C:2]1[CH:3]=[CH:4][C:5]([C:6]([NH:8][C:9]2[CH:30]=[CH:29][C:12]([CH2:13][C:14]3[C:22]4[C:17](=[CH:18][CH:19]=[CH:20][CH:21]=4)[N:16]([CH2:23][C:24]([OH:26])=[O:25])[N:15]=3)=[CH:11][CH:10]=2)=[O:7])=[CH:31][CH:32]=1 |f:2.3.4|. Procedure details: Ethyl 2-[3-[4-(4-chlorobenzamido)benzyl]-1H-indazol-1-yl]acetate (100 mg, 0.223 mmol) was dissolved in 3 mL tetrahydrofuran, and 1 mL methanol, 3 mL water were added. In an ice bath was, 47 mg (1.12 mmol) lithium hydroxide monohydrate was added. I was moved to be at room temperature and reacted for 10 minutes. The reaction was monitored to be complete by TLC. Diluted hydrochloric acid was added to adjust pH to be acidic. Water was added, pumping filtered, dried to obtain a white solid 70 mg, at ...